Dataset: the Open Reaction Database (ORD), a public repository of structured organic reaction records. Task: describe an organic reaction: reactants, conditions, products, and yield Reactants: resultant mixture, C(C)(C)ON=C(C1=CC(=CC=C1)O)N1N=CN=C1 (1-(O-isopropyl-3-hydroxybenzohydroximoyl)-1H-1,2,4-triazole), Cl[Si](C)(C)C (chlorotrimethylsilane), C([O-])([O-])=O.[K+].[K+] (potassium carbonate), CN(C)C=O (DMF). Reagents/catalysts: [I-].[K+] (potassium iodide). Run in O (water). Reaction conditions: temperature 90 celsius. The product is C(C)(C)ON=C(C1=CC(=CC=C1)OC[Si](C)(C)C)N1N=CN=C1 (1-(O-isopropyl-3-trimethylsilylmethoxy-benzohydroximoyl)-1H-1,2,4-triazole). Yield: 87.8%. As a reaction SMILES: [CH:1]([O:4][N:5]=[C:6]([N:14]1[CH:18]=[N:17][CH:16]=[N:15]1)[C:7]1[CH:12]=[CH:11][CH:10]=[C:9]([OH:13])[CH:8]=1)([CH3:3])[CH3:2].Cl[Si:20]([CH3:23])([CH3:22])[CH3:21].[C:24](=O)([O-])[O-].[K+].[K+].CN(C=O)C>[I-].[K+].O>[CH:1]([O:4][N:5]=[C:6]([N:14]1[CH:18]=[N:17][CH:16]=[N:15]1)[C:7]1[CH:12]=[CH:11][CH:10]=[C:9]([O:13][CH2:21][Si:20]([CH3:23])([CH3:24])[CH3:22])[CH:8]=1)([CH3:3])[CH3:2] |f:2.3.4,6.7|. Procedure: 2.7 g of 1-(O-isopropyl-3-hydroxybenzohydroximoyl)-1H-1,2,4-triazole, 1.5 g of chlorotrimethylsilane, 1.8 g of potassium carbonate, and a small amount of potassium iodide catalyst were added to 100 ml of DMF. The mixture was stirred for at 90° C. 2 hours. After the resultant mixture was allowed to sit and cool naturally, it was poured into water. The organic layer was extracted with ethyl acetate and dried over magnesium sulfate. The solvent in the organic layer was removed under reduced pressur... The reactants are COC=1C=C2CCN(CC2=CC1OC)C(=O)N1CC(CCC1)CCN1C(C=2C(C1=O)=CC=CC2)=O ((±)-6,7-dimethoxy-2-{[3-(2-phthalimidoethyl)piperidyl]carbonyl}-1,2,3,4-tetrahydroisoquinoline), methanolic solution, CN (methylamine). Yields the product NCCC1CN(CCC1)C(=O)N1CC2=CC(=C(C=C2CC1)OC)OC ((±)-2-{[3-(2-aminoethyl)piperidyl]carbonyl}-6,7-dimethoxy-1,2,3,4-tetrahydroisoquinoline). The yield is 95.8%. As a reaction SMILES: [CH3:1][O:2][C:3]1[CH:4]=[C:5]2[C:10](=[CH:11][C:12]=1[O:13][CH3:14])[CH2:9][N:8]([C:15]([N:17]1[CH2:22][CH2:21][CH2:20][CH:19]([CH2:23][CH2:24][N:25]3C(=O)C4=CC=CC=C4C3=O)[CH2:18]1)=[O:16])[CH2:7][CH2:6]2.CN>>[NH2:25][CH2:24][CH2:23][CH:19]1[CH2:20][CH2:21][CH2:22][N:17]([C:15]([N:8]2[CH2:7][CH2:6][C:5]3[C:10](=[CH:11][C:12]([O:13][CH3:14])=[C:3]([O:2][CH3:1])[CH:4]=3)[CH2:9]2)=[O:16])[CH2:18]1. Reported procedure: (±)-6,7-Dimethoxy-2-[(3-piperidyl)carbonyl]-1,2,3,4-tetrahydroisoqinoline hydrochloride (3.19 g) was desalted by a customary method, and a conventional alkylation reaction was carried out using an acetonitrile solution (30 ml) of the residue, 2.85 g of N-(2-bromoethyl)phthalimide and 1.55 g of potassium carbonate to give 3.83 g of (±)-6,7-dimethoxy-2-{[3-(2-phthalimidoethyl)piperidyl]carbonyl}-1,2,3,4-tetrahydroisoquinoline. Then, 3.83 g of (±)-6,7-dimethoxy-2-{[3-(2-phthalimidoethyl)piperidyl]c... Yields the product C(\C=C/C(=O)O)(=O)O.C(C)(=O)OC1=CC=2CN(CCC2S1)C(C1=C(C=CC=C1)F)C(=O)C1CC1 (2-Acetoxy-5-(α-cyclopropylcarbonyl-2-fluorobenzyl)-4,5,6,7-tetrahydrothieno[3,2-c]pyridine maleate). Reaction conditions: temperature 25 celsius, time 2 hour. The yield is 91.5%. As a reaction SMILES: [C:1]([OH:8])(=[O:7])/[CH:2]=[CH:3]\[C:4]([OH:6])=[O:5].[C:9]([O:12][C:13]1[S:21][C:20]2[CH2:19][CH2:18][N:17]([CH:22]([C:30]([CH:32]3[CH2:34][CH2:33]3)=[O:31])[C:23]3[CH:28]=[CH:27][CH:26]=[CH:25][C:24]=3[F:29])[CH2:16][C:15]=2[CH:14]=1)(=[O:11])[CH3:10]>CC(C)=O>[C:1]([OH:8])(=[O:7])/[CH:2]=[CH:3]\[C:4]([OH:6])=[O:5].[C:9]([O:12][C:13]1[S:21][C:20]2[CH2:19][CH2:18][N:17]([CH:22]([C:30]([CH:32]3[CH2:34][CH2:33]3)=[O:31])[C:23]3[CH:28]=[CH:27][CH:26]=[CH:25][C:24]=3[F:29])[CH2:16][C:15]=2[CH:14]=1)(=[O:11])[CH3:10] |f:3.4|. Starting materials: C(\C=C/C(=O)O)(=O)O (maleic acid), C(C)(=O)OC1=CC=2CN(CCC2S1)C(C1=C(C=CC=C1)F)C(=O)C1CC1 (2-acetoxy-5-(α-cyclopropylcarbonyl-2-fluorobenzyl)-4,5,6,7-tetrahydrothieno[3,2-c]pyridine). Procedure: To a solution of maleic acid (4.43 g) in acetone (60 ml) was added 2-acetoxy-5-(α-cyclopropylcarbonyl-2-fluorobenzyl)-4,5,6,7-tetrahydrothieno[3,2-c]pyridine (15.0 g) obtained in Reference example 1, then the mixture was stirred at room temperature (25° C.) for 2 hours. The resulting crystals were separated by filtration and washed with a small amount of acetone and then dried at 50° C. under reduced pressure for 4 hours to give the title compound as white crystals (17.1 g, yield 92%) Run in CC(=O)C (acetone). Reactants: CCOC(C)=O, CO, [H][H], O=[N+]([O-])c1cccnc1Oc1cccc(C(F)(F)F)c1. Yields the product Nc1cccnc1Oc1cccc(C(F)(F)F)c1. Reaction SMILES: [CH3:21][CH2:22][O:23][C:24](=[O:25])[CH3:26].[CH3:29][OH:30].[H:27][H:28].[N+:1]([O-:2])(=[O:3])[c:4]1[c:5]([O:10][c:11]2[cH:12][c:13]([C:17]([F:18])([F:19])[F:20])[cH:14][cH:15][cH:16]2)[n:6][cH:7][cH:8][cH:9]1>>[NH2:1][c:4]1[c:5]([O:10][c:11]2[cH:12][c:13]([C:17]([F:18])([F:19])[F:20])[cH:14][cH:15][cH:16]2)[n:6][cH:7][cH:8][cH:9]1.